describe an organic reaction: reactants, conditions, products, and yield From a dataset of the Open Reaction Database (ORD), a public repository of structured organic reaction records. The reactants are CC(=O)c1c(Br)[nH]c(-c2ccncc2)c1C, OB(O)c1cccs1. Product: CC(=O)c1c(-c2cccs2)[nH]c(-c2ccncc2)c1C. RXN SMILES: [C:1]([CH3:2])(=[O:3])[c:4]1[c:5]([Br:16])[nH:6][c:7](-[c:10]2[cH:11][cH:12][n:13][cH:14][cH:15]2)[c:8]1[CH3:9].[s:17]1[c:18]([B:22]([OH:23])[OH:24])[cH:19][cH:20][cH:21]1>>[C:1]([CH3:2])(=[O:3])[c:4]1[c:5](-[c:18]2[s:17][cH:21][cH:20][cH:19]2)[nH:6][c:7](-[c:10]2[cH:11][cH:12][n:13][cH:14][cH:15]2)[c:8]1[CH3:9]. Starting materials: Oc1cccnc1Br, Cc1ccccc1, CCO, Cl, [Na+], [OH-], O, OB(O)c1ccccc1. The product is Oc1cccnc1-c1ccccc1. Reaction SMILES: [Br:1][c:2]1[n:3][cH:4][cH:5][cH:6][c:7]1[OH:8].[CH3:19][c:20]1[cH:21][cH:22][cH:23][cH:24][cH:25]1.[CH3:26][CH2:27][OH:28].[ClH:18].[Na+:30].[OH-:29].[OH2:31].[OH:9][B:10]([OH:11])[c:12]1[cH:13][cH:14][cH:15][cH:16][cH:17]1>>[c:2]1(-[c:12]2[cH:13][cH:14][cH:15][cH:16][cH:17]2)[n:3][cH:4][cH:5][cH:6][c:7]1[OH:8]. Reactants: O=C([O-])[O-], CN(C)C=O, CCOC(C)=O, BrC1CCCC1, [Cs+], [Cs+], COC(=O)c1ccc(Nc2nc3c(-c4cn[nH]c4)cccn3n2)cc1. Yields the product COC(=O)c1ccc(Nc2nc3c(-c4cnn(C5CCCC5)c4)cccn3n2)cc1. RXN SMILES: [C:32](=[O:33])([O-:34])[O-:35].[CH3:38][N:39]([CH3:40])[CH:41]=[O:42].[CH3:43][CH2:44][O:45][C:46](=[O:47])[CH3:48].[CH:26]1([Br:31])[CH2:27][CH2:28][CH2:29][CH2:30]1.[Cs+:36].[Cs+:37].[nH:1]1[n:2][cH:3][c:4](-[c:6]2[c:7]3[n:8]([cH:9][cH:10][cH:11]2)[n:12][c:13]([NH:15][c:16]2[cH:17][cH:18][c:19]([C:20](=[O:21])[O:22][CH3:23])[cH:24][cH:25]2)[n:14]3)[cH:5]1>>[n:1]1([CH:26]2[CH2:27][CH2:28][CH2:29][CH2:30]2)[n:2][cH:3][c:4](-[c:6]2[c:7]3[n:8]([cH:9][cH:10][cH:11]2)[n:12][c:13]([NH:15][c:16]2[cH:17][cH:18][c:19]([C:20](=[O:21])[O:22][CH3:23])[cH:24][cH:25]2)[n:14]3)[cH:5]1. Starting materials: FC=1C=C(CN=C=S)C=C(C1)F (3,5-Difluorobenzyl isothiocyanate), C(=O)NN (formyl hydrazine). The solvent is C(C)O (ethanol). Yields the product FC=1C=C(CNC(NNC=O)=S)C=C(C1)F (4-(3',5'-difluorobenzyl)-1-formyl-3-thiosemicarbazide). Isolated yield 56.0%. RXN SMILES: [F:1][C:2]1[CH:3]=[C:4]([CH:9]=[C:10]([F:12])[CH:11]=1)[CH2:5][N:6]=[C:7]=[S:8].[CH:13]([NH:15][NH2:16])=[O:14]>C(O)C>[F:1][C:2]1[CH:3]=[C:4]([CH:9]=[C:10]([F:12])[CH:11]=1)[CH2:5][NH:6][C:7](=[S:8])[NH:16][NH:15][CH:13]=[O:14]. Reported procedure: 3,5-Difluorobenzyl isothiocyanate (9.9 g, 25.5 mmole) and formyl hydrazine (1.7 g, 28.7 mole) were refluxed in ethanol (30 ml) for one hour. The reaction was evaporated to dryness, triturated with hexane:ethyl acetate (1:1), filtered, and recrystallized from ethanol-hexane to yield 3.5 g (35%) of crude 4-(3',5'-difluorobenzyl)-1-formyl-3-thiosemicarbazide. Reactants: Cc1ccccc1, OB(O)c1ccc(Cl)cc1, COc1cc2nccc(Oc3ccc(C)nc3I)c2cc1OC, [Na+], O=C([O-])O. The product is COc1cc2nccc(Oc3ccc(C)nc3-c3ccc(Cl)cc3)c2cc1OC. Reaction SMILES: [CH3:39][c:40]1[cH:41][cH:42][cH:43][cH:44][cH:45]1.[Cl:24][c:25]1[cH:26][cH:27][c:28]([B:31]([OH:32])[OH:33])[cH:29][cH:30]1.[I:1][c:2]1[n:3][c:4]([CH3:23])[cH:5][cH:6][c:7]1[O:8][c:9]1[cH:10][cH:11][n:12][c:13]2[cH:14][c:15]([O:21][CH3:22])[c:16]([O:19][CH3:20])[cH:17][c:18]12.[Na+:34].[OH:35][C:36](=[O:37])[O-:38]>>[c:2]1(-[c:28]2[cH:27][cH:26][c:25]([Cl:24])[cH:30][cH:29]2)[n:3][c:4]([CH3:23])[cH:5][cH:6][c:7]1[O:8][c:9]1[cH:10][cH:11][n:12][c:13]2[cH:14][c:15]([O:21][CH3:22])[c:16]([O:19][CH3:20])[cH:17][c:18]12. Starting materials: ClC1=C(C=CC=C1)N1N=C(C=C1O)CC(=O)OC (methyl [1-(2-chlorophenyl)-5-hydroxy-1H-pyrazol-3-yl]acetate), C(C)(=O)O (acetic acid), C(C)OC(C)(OCC)OCC (1,1,1-triethoxyethane). Reaction conditions: temperature 60 celsius. Product: ClC1=C(C=CC=C1)N1N=C(\C(\C1=O)=C(\C)/OCC)CC(=O)OC (methyl [(4E)-1-(2-chlorophenyl)-4-(1-ethoxyethylidene)-5-oxo-4,5-dihydro-1H-pyrazol-3-yl]acetate). As a reaction SMILES: [Cl:1][C:2]1[CH:7]=[CH:6][CH:5]=[CH:4][C:3]=1[N:8]1[C:12]([OH:13])=[CH:11][C:10]([CH2:14][C:15]([O:17][CH3:18])=[O:16])=[N:9]1.C(O)(=O)C.[CH2:23]([O:25][C:26](OCC)(OCC)[CH3:27])[CH3:24]>>[Cl:1][C:2]1[CH:7]=[CH:6][CH:5]=[CH:4][C:3]=1[N:8]1[C:12](=[O:13])/[C:11](=[C:23](/[O:25][CH2:26][CH3:27])\[CH3:24])/[C:10]([CH2:14][C:15]([O:17][CH3:18])=[O:16])=[N:9]1. Reported procedure: The mixture of the above obtained methyl [1-(2-chlorophenyl)-5-hydroxy-1H-pyrazol-3-yl]acetate (Compound of Formula (IV), 1.00 g), glacial acetic acid (21 μl, 0.1 equiv.) and 1,1,1-triethoxyethane (2.00 ml) was heated at 60° C. for 1 h15. The resulting red solution was concentrated in vacuo to afford a red syrup that was washed with cyclohexane and then dried in vacuo. Due to its relative instability, no further purification of methyl [(4E)-1-(2-chlorophenyl)-4-(1-ethoxyethylidene)-5-oxo-4,5-dih... The reactants are Cc1ccc(OCC2CNc3ccccc3C2)c(NC(=O)OC(C)(C)C)c1, CN(C)c1ccncc1, CCN(C(C)C)C(C)C, O=C(Cl)OCc1ccccc1, ClCCl. The product is Cc1ccc(OCC2Cc3ccccc3N(C(=O)OCc3ccccc3)C2)c(NC(=O)OC(C)(C)C)c1. As a reaction SMILES: [C:1]([CH3:2])([CH3:3])([CH3:4])[O:5][C:6]([NH:7][c:8]1[c:9]([O:15][CH2:16][CH:17]2[CH2:18][NH:19][c:20]3[cH:21][cH:22][cH:23][cH:24][c:25]3[CH2:26]2)[cH:10][cH:11][c:12]([CH3:14])[cH:13]1)=[O:27].[CH3:51][N:52]([c:53]1[cH:54][cH:55][n:56][cH:57][cH:58]1)[CH3:59].[CH:28]([N:29]([CH2:30][CH3:31])[CH:32]([CH3:33])[CH3:34])([CH3:35])[CH3:36].[Cl:37][C:38](=[O:39])[O:40][CH2:41][c:42]1[cH:43][cH:44][cH:45][cH:46][cH:47]1.[Cl:48][CH2:49][Cl:50]>>[C:1]([CH3:2])([CH3:3])([CH3:4])[O:5][C:6]([NH:7][c:8]1[c:9]([O:15][CH2:16][CH:17]2[CH2:18][N:19]([C:38](=[O:39])[O:40][CH2:41][c:42]3[cH:43][cH:44][cH:45][cH:46][cH:47]3)[c:20]3[cH:21][cH:22][cH:23][cH:24][c:25]3[CH2:26]2)[cH:10][cH:11][c:12]([CH3:14])[cH:13]1)=[O:27].